From a dataset of the Open Reaction Database (ORD), a public repository of structured organic reaction records. describe an organic reaction: reactants, conditions, products, and yield The reactants are CO, Cl, NO, CC(=O)c1ccnc(N)c1, O. Yields the product CC(=NO)c1ccnc(N)c1. Reaction SMILES: [CH3:15][OH:16].[ClH:1].[NH2:2][OH:3].[NH2:5][c:6]1[n:7][cH:8][cH:9][c:10]([C:12]([CH3:13])=[O:14])[cH:11]1.[OH2:4]>>[N:2]([OH:3])=[C:12]([c:10]1[cH:9][cH:8][n:7][c:6]([NH2:5])[cH:11]1)[CH3:13]. RXN SMILES: [CH2:1]([c:2]1[cH:3][cH:4][cH:5][cH:6][cH:7]1)[O:8][N:9]1[CH:10]2[CH2:11][CH2:12][CH:13]([C:18](=[O:19])[NH:20][c:21]3[cH:22][c:23]([N:27]([CH3:28])[CH3:29])[n:24][cH:25][cH:26]3)[N:14]([C:15]1=[O:16])[CH2:17]2.[CH3:30][OH:31]>>[OH:8][N:9]1[CH:10]2[CH2:11][CH2:12][CH:13]([C:18](=[O:19])[NH:20][c:21]3[cH:22][c:23]([N:27]([CH3:28])[CH3:29])[n:24][cH:25][cH:26]3)[N:14]([C:15]1=[O:16])[CH2:17]2. Product: CN(C)c1cc(NC(=O)C2CCC3CN2C(=O)N3O)ccn1. Reactants: CN(C)c1cc(NC(=O)C2CCC3CN2C(=O)N3OCc2ccccc2)ccn1, CO. Reactants: C#C[Si](C)(C)C, C1CCOC1, [Cu]I, O=[N+]([O-])c1ccc(Oc2ccnc3cc(I)sc23)c(F)c1, Cl[Pd]Cl, c1ccc(P(c2ccccc2)c2ccccc2)cc1, c1ccc(P(c2ccccc2)c2ccccc2)cc1. Yields the product C[Si](C)(C)C#Cc1cc2nccc(Oc3ccc([N+](=O)[O-])cc3F)c2s1. Reaction SMILES: [C:22](#[CH:23])[Si:24]([CH3:25])([CH3:26])[CH3:27].[CH2:28]1[O:29][CH2:30][CH2:31][CH2:32]1.[Cu:33][I:34].[F:1][c:2]1[c:3]([O:4][c:5]2[c:6]3[c:7]([n:8][cH:9][cH:10]2)[cH:11][c:12]([I:14])[s:13]3)[cH:15][cH:16][c:17]([N+:19](=[O:20])[O-:21])[cH:18]1.[Pd:35]([Cl:36])[Cl:37].[c:38]1([P:39]([c:40]2[cH:41][cH:42][cH:43][cH:44][cH:45]2)[c:46]2[cH:47][cH:48][cH:49][cH:50][cH:51]2)[cH:52][cH:53][cH:54][cH:55][cH:56]1.[c:57]1([P:58]([c:59]2[cH:60][cH:61][cH:62][cH:63][cH:64]2)[c:65]2[cH:66][cH:67][cH:68][cH:69][cH:70]2)[cH:71][cH:72][cH:73][cH:74][cH:75]1>>[F:1][c:2]1[c:3]([O:4][c:5]2[c:6]3[c:7]([n:8][cH:9][cH:10]2)[cH:11][c:12]([C:23]#[C:22][Si:24]([CH3:25])([CH3:26])[CH3:27])[s:13]3)[cH:15][cH:16][c:17]([N+:19](=[O:20])[O-:21])[cH:18]1. Reactants: ClC1=CC(=C(C=C1F)NCC(=O)O)[N+](=O)[O-] (N-(4'-chloro-5'-fluoro-2'-nitrophenyl)glycine), O.O.[Sn](Cl)Cl (tin (II) chloride dihydrate). Solvent: C(C)O (ethanol). The product is ClC1=C(C=C2NCC(NC2=C1)=O)F (7-Chloro-3,4-dihydro-6-fluoro-quinoxaline-2(1H)-one). Reaction SMILES: [Cl:1][C:2]1[C:7]([F:8])=[CH:6][C:5]([NH:9][CH2:10][C:11](O)=[O:12])=[C:4]([N+:14]([O-])=O)[CH:3]=1.O.O.[Sn](Cl)Cl>C(O)C>[Cl:1][C:2]1[CH:3]=[C:4]2[C:5]([NH:9][CH2:10][C:11](=[O:12])[NH:14]2)=[CH:6][C:7]=1[F:8] |f:1.2.3|. Reported procedure: A suspension of N-(4'-chloro-5'-fluoro-2'-nitrophenyl)glycine sodiumsaltand N-(2'-chloro-5'-fluoro-4'-nitrophenyl)glycine sodium salt (0.175 g, 0.704 mmol) and tin (II) chloride dihydrate (0.475 g, 2.11 mmol) in ethanol (3.5 mL) was refluxed for 30 min. It was then cooled to room temperature and the solvent was removed under vacuum. The residue was diluted with water (10 mL) and the pH was adjusted with saturated NaHCO3 (3.0 mL) to pH~8. The resulting white suspension was extracted with ethyl ac... The reactants are C1=C(c2ccc3c(c2)C2CCCNC2C3)CCC1, O=C(O)c1ccc2[nH]cnc2c1. Product: O=C(c1ccc2nc[nH]c2c1)N1CCCC2c3cc(C4=CCCC4)ccc3CC21. RXN SMILES: [C:13]1([c:18]2[cH:19][cH:20][c:21]3[c:29]([cH:30]2)[CH:28]2[CH:23]([CH2:22]3)[NH:24][CH2:25][CH2:26][CH2:27]2)=[CH:14][CH2:15][CH2:16][CH2:17]1.[nH:1]1[cH:2][n:3][c:4]2[c:5]1[cH:6][cH:7][c:8]([C:10](=[O:11])[OH:12])[cH:9]2>>[n:1]1[cH:2][nH:3][c:4]2[c:5]1[cH:6][cH:7][c:8]([C:10](=[O:12])[N:24]1[CH:23]3[CH2:22][c:21]4[cH:20][cH:19][c:18]([C:13]5=[CH:14][CH2:15][CH2:16][CH2:17]5)[cH:30][c:29]4[CH:28]3[CH2:27][CH2:26][CH2:25]1)[cH:9]2.